From a dataset of the Open Reaction Database (ORD), a public repository of structured organic reaction records. describe an organic reaction: reactants, conditions, products, and yield Reactants: O (water), [H-].[Na+] (NaH), C(C)NC1=NC(=NC=C1C=O)NC1=CC=CC=C1 (4-ethylamino-2-phenylamino-pyrimidine-5-carbaldehyde), S1C=C(C=C1)CC#N (3-thiopheneacetonitrile). Run in C(C)OCCO (2-ethoxyethanol). Reaction conditions: time 5 minute. The product is C(C)N1C(C(=CC2=C1N=C(N=C2)NC2=CC=CC=C2)C2=CSC=C2)=N ((8-ethyl-7-imino-6-thiophen-3-yl-7,8-dihydro-pyrido[2,3-d]pyrimidin-2-yl)-phenylamine). Yield: 78.9%. As a reaction SMILES: [H-].[Na+].[S:3]1[CH:7]=[CH:6][C:5]([CH2:8][C:9]#[N:10])=[CH:4]1.[CH2:11]([NH:13][C:14]1[C:19]([CH:20]=O)=[CH:18][N:17]=[C:16]([NH:22][C:23]2[CH:28]=[CH:27][CH:26]=[CH:25][CH:24]=2)[N:15]=1)[CH3:12].O>C(OCCO)C>[CH2:11]([N:13]1[C:14]2[N:15]=[C:16]([NH:22][C:23]3[CH:28]=[CH:27][CH:26]=[CH:25][CH:24]=3)[N:17]=[CH:18][C:19]=2[CH:20]=[C:8]([C:5]2[CH:6]=[CH:7][S:3][CH:4]=2)[C:9]1=[NH:10])[CH3:12] |f:0.1|. Procedure details: To a suspension of NaH (60% in mineral oil, 27 mg) in 5 mL of 2-ethoxyethanol was added 3-thiopheneacetonitrile (168 mg, 1.36 mmol). After stirring for 5 minutes at room temperature, 4-ethylamino-2-phenylamino-pyrimidine-5-carbaldehyde (300 mg, 1.24 mmol) was added, and the reaction heated at 120° C. for 2 hours, resulting in a dark brown solution. Upon cooling, the solution was poured into water which caused precipitation. The resulting precipitate was removed by filtration and washed with wate...